From a dataset of the Open Reaction Database (ORD), a public repository of structured organic reaction records. describe an organic reaction: reactants, conditions, products, and yield Reactants: C1(=CC=CC=C1)C1=NOC(=C1C(F)(F)F)C=1OC2=C(N1)CCC1=CC(=CC=C12)C=O (2-(3-phenyl-4-(trifluoromethyl)isoxazol-5-yl)-4,5-dihydronaphtho[2,1-d]oxazole-7-carbaldehyde), C1(=CC=CC=C1)C1=C(C(=NO1)C=1OC2=C(N1)CCC1=CC(=CC=C12)C=C)C(F)(F)F (2-(5-phenyl-4-(trifluoromethyl)isoxazol-3-yl)-7-vinyl-4,5-dihydronaphtho[2,1-d]oxazole). Yields the product C1(=CC=CC=C1)C1=C(C(=NO1)C=1OC2=C(N1)CCC1=CC(=CC=C12)C=O)C(F)(F)F (2-(5-Phenyl-4-(trifluoromethyl)isoxazol-3-yl)-4,5-dihydronaphtho[2,1-d]oxazole-7-carbaldehyde). As a reaction SMILES: C1(C2C(C(F)(F)F)=C([C:16]3[O:17][C:18]4[C:28]5[C:23](=[CH:24][C:25]([CH:29]=[O:30])=[CH:26][CH:27]=5)[CH2:22][CH2:21][C:19]=4[N:20]=3)ON=2)C=CC=CC=1.[C:31]1([C:37]2[O:41][N:40]=[C:39](C3OC4C5C(=CC(C=C)=CC=5)CCC=4N=3)[C:38]=2[C:57]([F:60])([F:59])[F:58])[CH:36]=[CH:35][CH:34]=[CH:33][CH:32]=1>>[C:31]1([C:37]2[O:41][N:40]=[C:39]([C:16]3[O:17][C:18]4[C:28]5[C:23](=[CH:24][C:25]([CH:29]=[O:30])=[CH:26][CH:27]=5)[CH2:22][CH2:21][C:19]=4[N:20]=3)[C:38]=2[C:57]([F:60])([F:59])[F:58])[CH:32]=[CH:33][CH:34]=[CH:35][CH:36]=1. Reported procedure: The titled compound was prepared using the experimental protocol described for Preparation 48C employing 2-(5-phenyl-4-(trifluoromethyl)isoxazol-3-yl)-7-vinyl-4,5-dihydronaphtho[2,1-d]oxazole (Preparation 48E). LC/MS M+1=411.1.